From a dataset of the Open Reaction Database (ORD), a public repository of structured organic reaction records. describe an organic reaction: reactants, conditions, products, and yield Starting materials: [OH-].[Li+] (Lithium hydroxide), solution, COC(C1=CC(=C(C=C1)OC)OCCC1=C(C=CC(=C1)C)F)=O (3-[2-(2-Fluoro-5-methyl-phenyl)-ethoxy]-4-methoxy-benzoic acid methyl ester). The solvent is O1CCOCC1 (dioxane). Reaction conditions: time 20 minute. Yields the product FC1=C(C=C(C=C1)C)CCOC=1C=C(C(=O)O)C=CC1OC (3-[2-(2-Fluoro-5-methyl-phenyl)-ethoxy]-4-methoxy-benzoic acid). Yield: 99.0%. Reaction SMILES: C[O:2][C:3](=[O:23])[C:4]1[CH:9]=[CH:8][C:7]([O:10][CH3:11])=[C:6]([O:12][CH2:13][CH2:14][C:15]2[CH:20]=[C:19]([CH3:21])[CH:18]=[CH:17][C:16]=2[F:22])[CH:5]=1.[OH-].[Li+]>O1CCOCC1>[F:22][C:16]1[CH:17]=[CH:18][C:19]([CH3:21])=[CH:20][C:15]=1[CH2:14][CH2:13][O:12][C:6]1[CH:5]=[C:4]([CH:9]=[CH:8][C:7]=1[O:10][CH3:11])[C:3]([OH:23])=[O:2] |f:1.2|. Procedure: The compound of step 1 (530 mg, 1.66 mmol) was dissolved in dioxane (8.3 ml). Lithium hydroxide (8.3 ml of an aqueous 1 M solution) was added and the mixture was kept for 20 min at 60° C. After cooling, the mixture was partitioned between an excess of 2 N hydrochloric acid and EA and the aqueous phase extracted with EA. The combined organic phases were dried over sodium sulfate, filtered and evaporated to dryness in vacuo. The residue was stirred overnight with a mixture of diethyl ether and HEP...